This data is from the Open Reaction Database (ORD), a public repository of structured organic reaction records. The task is: describe an organic reaction: reactants, conditions, products, and yield Run at time 30 minute. Reaction SMILES: [C:1]([C:3]1[C:4]([C:17]2[CH:22]=[CH:21][C:20]([Cl:23])=[CH:19][C:18]=2[Cl:24])=[C:5](C(O)=O)[S:6][C:7]=1[N:8]1[CH2:13][CH2:12][O:11][CH2:10][CH2:9]1)#[N:2].C1(C)C=CC=CC=1.C1(P([N:46]=[N+]=[N-])(C2C=CC=CC=2)=O)C=CC=CC=1.[NH2:49][CH2:50][CH2:51][OH:52].C1[CH2:57][O:56]CC1>>[C:1]([C:3]1[C:4]([C:17]2[CH:22]=[CH:21][C:20]([Cl:23])=[CH:19][C:18]=2[Cl:24])=[C:5]([N:49]([CH2:50][CH2:51][OH:52])[C:57]([NH2:46])=[O:56])[S:6][C:7]=1[N:8]1[CH2:9][CH2:10][O:11][CH2:12][CH2:13]1)#[N:2]. The reactants are C1(=CC=CC=C1)C (Toluene), TEA, C1(=CC=CC=C1)P(=O)(C1=CC=CC=C1)N=[N+]=[N-] (diphenylphosphoryl azide), C(#N)C=1C(=C(SC1N1CCOCC1)C(=O)O)C1=C(C=C(C=C1)Cl)Cl (4-cyano-3-(2,4-dichlorophenyl)-5-morpholin-4-ylthiophene-2-carboxylic acid), NCCO (2-aminoethanol), TEA, C1CCOC1 (THF). Procedure: 4-cyano-3-(2,4-dichlorophenyl)-5-morpholin-4-ylthiophene-2-carboxylic acid (0.030 g, 0.08 mmol) was weighed out into a microwave tube that was then sealed. Toluene (1 ml), TEA (0.014 mL, 0.100 mmol) and diphenylphosphoryl azide (0.020 mL, 0.091 mmol) were added to the tube. The reaction mixture was shaken at room temperature for 30 minutes, and then heated to 80° C. for 2 hours. 2-aminoethanol (0.0061 ml, 0.1 mmol) and anhydrous THF (1 mL) and TEA (0.014 mL, 0.100 mmol) were pre-mixed and then a... Product: C(#N)C=1C(=C(SC1N1CCOCC1)N(C(=O)N)CCO)C1=C(C=C(C=C1)Cl)Cl (N-[4-cyano-3-(2,4-dichlorophenyl)-5-morpholin-4-yl-2-thienyl]-N-(2-hydroxyethyl)urea). The reactants are CCOCC, CC(C)(C)[O-], Cc1ccccc1, CC(C)(C)OC(=O)N1CCC2CNC2C1, Clc1ccc(Br)cn1, [Na+], O=C(C=Cc1ccccc1)C=Cc1ccccc1, O=C(C=Cc1ccccc1)C=Cc1ccccc1, O=C(C=Cc1ccccc1)C=Cc1ccccc1, [Pd], [Pd], c1ccc(P(c2ccccc2)c2ccc3ccccc3c2-c2c(P(c3ccccc3)c3ccccc3)ccc3ccccc23)cc1. Yields the product CC(C)(C)OC(=O)N1CCC2CN(c3ccc(Cl)nc3)C2C1. As a reaction SMILES: [CH3:139][CH2:140][O:141][CH2:142][CH3:143].[CH3:70][C:71]([CH3:72])([O-:73])[CH3:74].[CH3:76][c:77]1[cH:78][cH:79][cH:80][cH:81][cH:82]1.[CH:1]12[CH2:2][N:3]([C:9](=[O:10])[O:11][C:12]([CH3:13])([CH3:14])[CH3:15])[CH2:4][CH2:5][CH:6]1[CH2:7][NH:8]2.[Cl:16][c:17]1[n:18][cH:19][c:20]([Br:23])[cH:21][cH:22]1.[Na+:75].[O:103]=[C:104]([CH:105]=[CH:106][c:107]1[cH:108][cH:109][cH:110][cH:111][cH:112]1)[CH:113]=[CH:114][c:115]1[cH:116][cH:117][cH:118][cH:119][cH:120]1.[O:121]=[C:122]([CH:123]=[CH:124][c:125]1[cH:126][cH:127][cH:128][cH:129][cH:130]1)[CH:131]=[CH:132][c:133]1[cH:134][cH:135][cH:136][cH:137][cH:138]1.[O:85]=[C:86]([CH:87]=[CH:88][c:89]1[cH:90][cH:91][cH:92][cH:93][cH:94]1)[CH:95]=[CH:96][c:97]1[cH:98][cH:99][cH:100][cH:101][cH:102]1.[Pd:83].[Pd:84].[cH:24]1[cH:25][cH:26][c:27]([P:28]([c:29]2[cH:30][cH:31][c:32]3[c:33]([cH:34][cH:35][cH:36][cH:37]3)[c:38]2-[c:39]2[c:40]3[c:41]([cH:42][cH:43][cH:44][cH:45]3)[cH:46][cH:47][c:48]2[P:49]([c:50]2[cH:51][cH:52][cH:53][cH:54][cH:55]2)[c:56]2[cH:57][cH:58][cH:59][cH:60][cH:61]2)[c:62]2[cH:63][cH:64][cH:65][cH:66][cH:67]2)[cH:68][cH:69]1>>[CH:1]12[CH2:2][N:3]([C:9](=[O:10])[O:11][C:12]([CH3:13])([CH3:14])[CH3:15])[CH2:4][CH2:5][CH:6]1[CH2:7][N:8]2[c:20]1[cH:19][n:18][c:17]([Cl:16])[cH:22][cH:21]1.